From a dataset of the Open Reaction Database (ORD), a public repository of structured organic reaction records. describe an organic reaction: reactants, conditions, products, and yield RXN SMILES: [CH2:17]([c:18]1[cH:19][cH:20][cH:21][cH:22][cH:23]1)[O:24][CH:25]1[CH2:26][CH2:27][NH:28][CH2:29][CH2:30]1.[CH2:31]([O:32][CH2:33][CH3:34])[CH3:35].[Cl:1][CH2:2][C:3](=[O:4])[NH:5][c:6]1[cH:7][c:8]2[c:9]([cH:15][cH:16]1)[NH:10][C:11](=[O:14])[CH2:12][O:13]2>>[CH2:2]([C:3](=[O:4])[NH:5][c:6]1[cH:7][c:8]2[c:9]([cH:15][cH:16]1)[NH:10][C:11](=[O:14])[CH2:12][O:13]2)[N:28]1[CH2:27][CH2:26][CH:25]([O:24][CH2:17][c:18]2[cH:19][cH:20][cH:21][cH:22][cH:23]2)[CH2:30][CH2:29]1. Reactants: c1ccc(COC2CCNCC2)cc1, CCOCC, O=C(CCl)Nc1ccc2c(c1)OCC(=O)N2. Product: O=C(CN1CCC(OCc2ccccc2)CC1)Nc1ccc2c(c1)OCC(=O)N2. The reactants are C(C)(=O)C=1C(=C(C=C(C1)C=1C(=C(C=C(C1)CC)CC=C)O)CC=C)O (5'-acetyl-3,3'-diallyl-5-ethyl-2,4'-biphenyldiol), CN (methylamine), B.[Na] (sodium boron hydride), Cl (hydrochloric acid), B.[Na] (sodium boron hydride), C(O)([O-])=O.[Na+] (sodium hydrogencarbonate). The solvent is CO (metanol), O (water). Conditions: time 1 hour. The product is C(C=C)C1=C(C(=CC(=C1)CC)C1=CC(=C(C(=C1)C(C)NC)O)CC=C)O (3,3'-diallyl-5-ethyl-5'-(1-methylaminoethyl)-2,4'-biphenyldiol). RXN SMILES: [C:1]([C:4]1[C:5]([OH:25])=[C:6]([CH2:22][CH:23]=[CH2:24])[CH:7]=[C:8]([C:10]2[C:11]([OH:21])=[C:12]([CH2:18][CH:19]=[CH2:20])[CH:13]=[C:14]([CH2:16][CH3:17])[CH:15]=2)[CH:9]=1)(=O)[CH3:2].[CH3:26][NH2:27].B.[Na].Cl.C(=O)([O-])O.[Na+]>O.CO>[CH2:18]([C:12]1[CH:13]=[C:14]([CH2:16][CH3:17])[CH:15]=[C:10]([C:8]2[CH:9]=[C:4]([CH:1]([NH:27][CH3:26])[CH3:2])[C:5]([OH:25])=[C:6]([CH2:22][CH:23]=[CH2:24])[CH:7]=2)[C:11]=1[OH:21])[CH:19]=[CH2:20] |f:2.3,5.6,^1:28|. Procedure details: A solution was prepared by dissolving 0.10 g of 5'-acetyl-3,3'-diallyl-5-ethyl-2,4'-biphenyldiol into 2 ml of 40% metanol solution of methylamine. The solution was reflexed by heating for 3 hours, cooled, 0.2 g of sodium boron hydride was added thereinto, was reflexed by heating. The solution was added 0.2 g of sodium boron hydride and stirred from 1 hour at room temperature. The reaction mixture, wherein an excess of reagent was decomposed with hydrochloric acid, was neutralized with water solu... As a reaction SMILES: [CH3:20][CH2:21][OH:22].[Cl:1][c:2]1[cH:3][cH:4][c:5]([CH2:8][CH2:9][CH2:10][CH2:11][CH2:12][Br:13])[cH:6][cH:7]1.[ClH:19].[NH2:14][C:15]([NH2:16])=[S:17].[NH3:18]>>[Cl:1][c:2]1[cH:3][cH:4][c:5]([CH2:8][CH2:9][CH2:10][CH2:11][CH2:12][SH:17])[cH:6][cH:7]1. Product: SCCCCCc1ccc(Cl)cc1. The reactants are CCO, Clc1ccc(CCCCCBr)cc1, Cl, NC(N)=S, N. Starting materials: C1(CC1)CNC1=C(C=C(C=C1)OC)[N+](=O)[O-] (N-(Cyclopropylmethyl)-4-methoxy-2-nitroaniline), C(C)O (ethanol), Pt. Conditions: temperature 10 celsius, time 2.5 hour. Product: C1(CC1)CNC=1C(=CC=C(C1)OC)N (N′-(cyclopropylmethyl)-4-methoxybenzene-1,2-diamine). As a reaction SMILES: [CH:1]1([CH2:4][NH:5][C:6]2[CH:11]=[CH:10][C:9](OC)=[CH:8][C:7]=2[N+:14]([O-])=O)[CH2:3][CH2:2]1.[CH2:17]([OH:19])C>>[CH:1]1([CH2:4][NH:5][C:6]2[C:7]([NH2:14])=[CH:8][CH:9]=[C:10]([O:19][CH3:17])[CH:11]=2)[CH2:2][CH2:3]1. Procedure: N-(Cyclopropylmethyl)-4-methoxy-2-nitroaniline (175 g) was dissolved in ethanol (1750 mL) and was added to a 4.0 L Hast ‘C” Shaker can. The mixture was cooled to 10° C. and treated with 3% Pt/0.6% VG/C, deGussa (4.5 g). The vessel was sparged under nitrogen and then sparged three times with hydrogen at a setting of 40 psi and agitated for 2.5 hours. To a pre-washed solka-flok with ethanol, the mixture was filtered through solka-flok through a sintered glass funnel to have about a ½ inch depth of... Reactants: C(N)(OC(C)(C)C)=O (tert-butyl carbamate), [OH-].[Na+] (NaOH), ClOC(C)(C)C (tert-butyl hypochlorite), C(CC)O (n-propanol), CC[C@H]1CN2CC[C@H]1C[C@@H]2[C@H](C3=C4C=C(C=CC4=NC=C3)OC)OC5=NN=C(C6=CC=CC=C65)O[C@H]([C@H]7C[C@@H]8CCN7C[C@@H]8CC)C9=C1C=C(C=CC1=NC=C9)OC ((DHQD)2PHAL), CC[C@@H]1CN2CC[C@@H]1C[C@@H]2[C@@H](C3=C4C=C(C=CC4=NC=C3)OC)OC5=NN=C(C6=CC=CC=C65)O[C@@H]([C@H]7C[C@@H]8CCN7C[C@@H]8CC)C9=C1C=C(C=CC1=NC=C9)OC ((DHQ)2PHAL), C(CC)O (n-propanol), [O-]S(=O)[O-].[Na+].[Na+] (Na2SO3). Solvent: O.O.[O-][Os](=O)(=O)[O-].[K+].[K+] (potassium osmate(VI) dihydrate), O.C(CC)O (water n-propanol). Conditions: temperature 10 celsius, time 20 minute. Product: COC([C@H]([C@@H](C=1C=CC=C2C=CC(=NC12)OC)NC(=O)OC(C)(C)C)O)=O ((2S*,3R*)-3-tert-butoxycarbonylamino-2-hydroxy-3-(2-methoxy-quinolin-8-yl)-propionic acid methyl ester). The yield is 63.0%. As a reaction SMILES: [C:1](=[O:8])([O:3][C:4]([CH3:7])([CH3:6])[CH3:5])[NH2:2].[OH-:9].[Na+].ClO[C:13]([CH3:16])([CH3:15])[CH3:14].CC[C@@H]1[C@@H]2C[C@H]([C@@H](OC3[C:50]4[C:45](=C[CH:47]=[CH:48][CH:49]=4)[C:44]([O:51][C@@H:52](C4C=CN=C5C=4C=C(OC)C=C5)[C@@H]4N5C[C@H](CC)[C@@H](CC5)C4)=[N:43]N=3)C3C=CN=C4C=3C=C(OC)C=C4)N(CC2)C1.CC[C@H]1[C@H]2C[C@H]([C@H](OC3C4C(=CC=CC=4)C(O[C@H](C4C=CN=C5C=4C=C(OC)C=C5)[C@@H]4N5C[C@H](CC)[C@@H](CC5)C4)=NN=3)C3C=CN=C4C=3C=[C:89]([O:96]C)C=C4)N(CC2)C1.[O-]S([O-])=O.[Na+].[Na+].[CH2:139]([OH:142])[CH2:140]C>O.C(O)CC.O.O.[O-][Os]([O-])(=O)=O.[K+].[K+]>[CH3:89][O:96][C:139](=[O:142])[C@@H:140]([OH:9])[C@H:14]([NH:2][C:1]([O:3][C:4]([CH3:7])([CH3:6])[CH3:5])=[O:8])[C:13]1[CH:16]=[CH:47][CH:48]=[C:49]2[C:15]=1[N:43]=[C:44]([O:51][CH3:52])[CH:45]=[CH:50]2 |f:1.2,6.7.8,10.11,12.13.14.15.16|. Procedure details: A solution of tert-butyl carbamate (7.06 g) in n-propanol (120 mL) was sequentially treated with 0.4M NaOH (218 mL) and tert-butyl hypochlorite (10.6 mL; freshly prepared as described in Org. Lett. (2003), 5(12), 2123-2126 (S-2)). The reaction mixture was treated with a solution of (DHQD)2PHAL (565 mg) and (DHQ)2PHAL (565 mg) in n-propanol (100 mL) and after 5 min cooled to 10° C. and sequentially treated with a suspension of intermediate BQ.i. (7.07 g) in water/n-propanol (1:1; 140 mL) and pota... Starting materials: COc1cc(N2CCN(C(=O)Cn3nc(Br)c(Cl)c3C)CC2)ccc1Cl, C1COCCN1, CO, CCOC(C)=O, CN(C)C=O, O=C(C=Cc1ccccc1)C=Cc1ccccc1, O=C(C=Cc1ccccc1)C=Cc1ccccc1, O=C(C=Cc1ccccc1)C=Cc1ccccc1, [Pd], [Pd]. Yields the product COc1cc(N2CCN(C(=O)Cn3nc(N4CCOCC4)c(Cl)c3C)CC2)ccc1Cl. Reaction SMILES: [Br:1][c:2]1[n:3][n:4]([CH2:9][C:10](=[O:11])[N:12]2[CH2:13][CH2:14][N:15]([c:18]3[cH:19][c:20]([O:25][CH3:26])[c:21]([Cl:24])[cH:22][cH:23]3)[CH2:16][CH2:17]2)[c:5]([CH3:8])[c:6]1[Cl:7].[CH2:27]1[CH2:28][O:29][CH2:30][CH2:31][NH:32]1.[CH3:33][OH:34].[CH3:35][CH2:36][O:37][C:38]([CH3:39])=[O:40].[O:41]=[CH:42][N:43]([CH3:44])[CH3:45].[O:48]=[C:49]([CH:50]=[CH:51][c:52]1[cH:53][cH:54][cH:55][cH:56][cH:57]1)[CH:58]=[CH:59][c:60]1[cH:61][cH:62][cH:63][cH:64][cH:65]1.[O:66]=[C:67]([CH:68]=[CH:69][c:70]1[cH:71][cH:72][cH:73][cH:74][cH:75]1)[CH:76]=[CH:77][c:78]1[cH:79][cH:80][cH:81][cH:82][cH:83]1.[O:84]=[C:85]([CH:86]=[CH:87][c:88]1[cH:89][cH:90][cH:91][cH:92][cH:93]1)[CH:94]=[CH:95][c:96]1[cH:97][cH:98][cH:99][cH:100][cH:101]1.[Pd:46].[Pd:47]>>[c:2]1([N:32]2[CH2:27][CH2:28][O:29][CH2:30][CH2:31]2)[n:3][n:4]([CH2:9][C:10](=[O:11])[N:12]2[CH2:13][CH2:14][N:15]([c:18]3[cH:19][c:20]([O:25][CH3:26])[c:21]([Cl:24])[cH:22][cH:23]3)[CH2:16][CH2:17]2)[c:5]([CH3:8])[c:6]1[Cl:7].